This data is from the Open Reaction Database (ORD), a public repository of structured organic reaction records. The task is: describe an organic reaction: reactants, conditions, products, and yield Reactants: BrC1=C(C=C(C=C1)Br)[N+](=O)[O-] (1,4-dibromo-2-nitrobenzene), C1(CC1)CN (cyclopropanemethylamine). Run at temperature 80 celsius, time 18 hour. Product: BrC1=CC(=C(NCC2CC2)C=C1)[N+](=O)[O-] (4-Bromo-N-(cyclopropylmethyl)-2-nitroaniline). The yield is 98.8%. As a reaction SMILES: Br[C:2]1[CH:7]=[CH:6][C:5]([Br:8])=[CH:4][C:3]=1[N+:9]([O-:11])=[O:10].[CH:12]1([CH2:15][NH2:16])[CH2:14][CH2:13]1>>[Br:8][C:5]1[CH:6]=[CH:7][C:2]([NH:16][CH2:15][CH:12]2[CH2:14][CH2:13]2)=[C:3]([N+:9]([O-:11])=[O:10])[CH:4]=1. Procedure details: A mixture of 1,4-dibromo-2-nitrobenzene (750 mg, 2.7 mmol) and cyclopropanemethylamine (579 μL, 6.7 mmol) was stirred at 80° C. for 18 h. The mixture was purified by column chromatography on silica gel (ethyl acetate as eluent) to afford the title compound (723 mg, 100%) as an orange solid. Reactants: Br.CC1(C=2C=CC(=CC2C(CC1)(C)C)C=1N=C(SC1)N1CCC(CC1)N)C (1-[4-(5,5,8,8-tetramethyl-5,6,7,8-tetrahydronaphthalen-2-yl)thiazol-2-yl]piperidin-4-ylamine hydrobromide), C(C)(C)(C)OC(=O)N1C(OC[C@H]1C=O)(C)C ((S)-4-formyl-2,2-dimethyloxazolidine-3-carboxylic acid tert-butyl ester), Cl.O1CCOCC1 (HCl dioxane). Reaction conditions: time 2 hour. Yields the product N[C@@H](CO)CNC1CCN(CC1)C=1SC=C(N1)C1=CC=2C(CCC(C2C=C1)(C)C)(C)C ((R)-2-Amino-3-{1-[4-(5,5,8,8-tetramethyl-5,6,7,8-tetrahydronaphthalen-2-yl)thiazol-2-yl]piperidin-4-ylamino}propan-1-ol). Reaction SMILES: Br.[CH3:2][C:3]1([CH3:27])[CH2:12][CH2:11][C:10]([CH3:14])([CH3:13])[C:9]2[CH:8]=[C:7]([C:15]3[N:16]=[C:17]([N:20]4[CH2:25][CH2:24][CH:23]([NH2:26])[CH2:22][CH2:21]4)[S:18][CH:19]=3)[CH:6]=[CH:5][C:4]1=2.C(OC([N:35]1[C@H:39]([CH:40]=O)[CH2:38][O:37]C1(C)C)=O)(C)(C)C.Cl.O1CCOCC1>>[NH2:35][C@H:39]([CH2:40][NH:26][CH:23]1[CH2:24][CH2:25][N:20]([C:17]2[S:18][CH:19]=[C:15]([C:7]3[CH:6]=[CH:5][C:4]4[C:3]([CH3:27])([CH3:2])[CH2:12][CH2:11][C:10]([CH3:13])([CH3:14])[C:9]=4[CH:8]=3)[N:16]=2)[CH2:21][CH2:22]1)[CH2:38][OH:37] |f:0.1,3.4|. Procedure: The preparation is carried out starting from 1-[4-(5,5,8,8-tetramethyl-5,6,7,8-tetrahydronaphthalen-2-yl)thiazol-2-yl]piperidin-4-ylamine hydrobromide and (S)-4-formyl-2,2-dimethyloxazolidine-3-carboxylic acid tert-butyl ester. The protecting group is cleaved off by means of a 4N HCl/dioxane solution: The reaction mixture was stirred at room temperature for 2 h and evaporated to dryness. The product is converted into the hydrochloride by treatment with methanolic HCl. The reactants are C1CCOC1, Cc1cc(C(F)(C(F)(F)F)C(F)(F)F)ccc1N, O=C1OC(=O)c2cnccc21. Product: Cc1cc(C(F)(C(F)(F)F)C(F)(F)F)ccc1N1C(=O)c2ccncc2C1=O. Reaction SMILES: [CH2:30]1[O:31][CH2:32][CH2:33][CH2:34]1.[F:12][C:13]([C:14]([F:15])([F:16])[F:17])([C:18]([F:19])([F:20])[F:21])[c:22]1[cH:23][c:24]([CH3:29])[c:25]([NH2:26])[cH:27][cH:28]1.[n:1]1[cH:2][c:3]2[c:4]([cH:5][cH:6]1)[C:7](=[O:8])[O:9][C:10]2=[O:11]>>[n:1]1[cH:2][c:3]2[c:4]([cH:5][cH:6]1)[C:7](=[O:9])[N:26]([c:25]1[c:24]([CH3:29])[cH:23][c:22]([C:13]([F:12])([C:14]([F:15])([F:16])[F:17])[C:18]([F:19])([F:20])[F:21])[cH:28][cH:27]1)[C:10]2=[O:11]. Reactants: CC(=O)O, CC(=O)[O-], O=Cc1cc(F)c(F)c(F)c1, C[N+](=O)[O-], [NH4+]. The product is O=[N+]([O-])C=Cc1cc(F)c(F)c(F)c1. RXN SMILES: [CH3:21][C:22](=[O:23])[OH:24].[CH3:2][C:3](=[O:4])[O-:5].[F:6][c:7]1[cH:8][c:9]([CH:10]=[O:11])[cH:12][c:13]([F:16])[c:14]1[F:15].[N+:17](=[O:18])([O-:19])[CH3:20].[NH4+:1]>>[F:6][c:7]1[cH:8][c:9]([CH:10]=[CH:20][N+:17](=[O:18])[O-:19])[cH:12][c:13]([F:16])[c:14]1[F:15]. The reactants are COC1=C(C(=CC=C1)OC)C1=CC(=NN1C1=C(C=C(C=C1)C(N(CCCN(C)C)C)=O)C(C)C)C(=O)NC1(C2CC3CC(CC1C3)C2)C(=O)O (2-[5-(2,6-dimethoxyphenyl)-1-[4-[N-methyl-N-(3-dimethylaminopropyl)carbamoyl]-2-isopropylphenyl]-3-pyrazolylcarbonylamino]-2-adamantanecarboxylic acid), C(\C=C/C(=O)O)(=O)O (maleic acid). Run in CC(C)O (2-propanol). The product is C(\C=C/C(=O)O)(=O)O.COC1=C(C(=CC=C1)OC)C1=CC(=NN1C1=C(C=C(C=C1)C(N(CCCN(C)C)C)=O)C(C)C)C(=O)NC1(C2CC3CC(CC1C3)C2)C(=O)O (2-[5-(2,6-Dimethoxyphenyl)-1-[4-[N-methyl-N-(3-dimethylaminopropyl)carbamoyl]-2-isopropylphenyl]-3-pyrazolylcarbonylamino]-2-adamantanecarboxylic acid maleate). Isolated yield 34.2%. As a reaction SMILES: [CH3:1][O:2][C:3]1[CH:8]=[CH:7][CH:6]=[C:5]([O:9][CH3:10])[C:4]=1[C:11]1[N:15]([C:16]2[CH:21]=[CH:20][C:19]([C:22](=[O:31])[N:23]([CH3:30])[CH2:24][CH2:25][CH2:26][N:27]([CH3:29])[CH3:28])=[CH:18][C:17]=2[CH:32]([CH3:34])[CH3:33])[N:14]=[C:13]([C:35]([NH:37][C:38]2([C:48]([OH:50])=[O:49])[CH:45]3[CH2:46][CH:41]4[CH2:42][CH:43]([CH2:47][CH:39]2[CH2:40]4)[CH2:44]3)=[O:36])[CH:12]=1.[C:51]([OH:58])(=[O:57])/[CH:52]=[CH:53]\[C:54]([OH:56])=[O:55]>CC(O)C>[C:51]([OH:58])(=[O:57])/[CH:52]=[CH:53]\[C:54]([OH:56])=[O:55].[CH3:10][O:9][C:5]1[CH:6]=[CH:7][CH:8]=[C:3]([O:2][CH3:1])[C:4]=1[C:11]1[N:15]([C:16]2[CH:21]=[CH:20][C:19]([C:22](=[O:31])[N:23]([CH3:30])[CH2:24][CH2:25][CH2:26][N:27]([CH3:28])[CH3:29])=[CH:18][C:17]=2[CH:32]([CH3:34])[CH3:33])[N:14]=[C:13]([C:35]([NH:37][C:38]2([C:48]([OH:50])=[O:49])[CH:39]3[CH2:40][CH:41]4[CH2:42][CH:43]([CH2:44][CH:45]2[CH2:46]4)[CH2:47]3)=[O:36])[CH:12]=1 |f:3.4|. Procedure details: 0.1 g of the compound obtained in EXAMPLE 1' and 0.017 g of maleic acid are dissolved in the heated state in 2.3 ml of 2-propanol, and the mixture is concentrated under vacuum. The residue is dissolved in 0.3 ml of EtOH, this solution is poured into 30 ml of ether and the precipitate formed is drained. 0.04 g of the expected product is obtained, m.p.=260° C. (dec.). Run in C1(=CC=CC=C1)C (toluene). As a reaction SMILES: [NH2:1][C:2]1[CH:7]=[CH:6][CH:5]=[CH:4][CH:3]=1.[OH-].[Na+].[Cl:10][CH2:11][C:12](Cl)=[O:13]>C1(C)C=CC=CC=1>[Cl:10][CH2:11][C:12]([NH:1][C:2]1[CH:7]=[CH:6][CH:5]=[CH:4][CH:3]=1)=[O:13] |f:1.2|. Starting materials: [OH-].[Na+] (NaOH), NC1=CC=CC=C1 (Aniline), ClCC(=O)Cl (Chloroacetyl chloride). Reaction conditions: temperature 0 celsius, time 1 hour. The product is ClCC(=O)NC1=CC=CC=C1 (2-chloro-N-phenylacetamide). Reported procedure: Aniline (93.1 g; 1.00 mole) was dissolved in toluene (750 ml), 10 % NaOH (750 ml) was added and the stirred mixture was cooled to 0°C. Chloroacetyl chloride (197 g; 1.75 mole) was added dropwise during 45 minutes while keeping the temperature below 10°C. Stirring was continued at room temperature for about one hour. The precipitated crystalline 2-chloro-N-phenylacetamide was filtered off, washed on the filter with cold toluene and dried in vacuo at 60°C. Yield: 151 g (90.0 %); m.p. 134°-136°C.